Task: describe an organic reaction: reactants, conditions, products, and yield. Dataset: the Open Reaction Database (ORD), a public repository of structured organic reaction records The reactants are NC1CC1, Cc1ccnc(Cl)c1NC(=O)c1cccnc1Cl, O=[Ca]. Product: Cc1ccnc2c1NC(=O)c1cccnc1N2C1CC1. Reaction SMILES: [CH:21]1([NH2:24])[CH2:22][CH2:23]1.[Cl:1][c:2]1[n:3][cH:4][cH:5][cH:6][c:7]1[C:8](=[O:9])[NH:10][c:11]1[c:12]([Cl:18])[n:13][cH:14][cH:15][c:16]1[CH3:17].[O:19]=[Ca:20]>>[c:2]12[n:3][cH:4][cH:5][cH:6][c:7]1[C:8](=[O:9])[NH:10][c:11]1[c:12]([n:13][cH:14][cH:15][c:16]1[CH3:17])[N:24]2[CH:21]1[CH2:22][CH2:23]1. Run in CO (MeOH), C1CCOC1 (THF). Reactants: [Na] (Sodium), Cl (HCl), ClCC1CN(C2=CC(=CC=C12)NCC1=CC=C(C=C1)[N+](=O)[O-])S(=O)(=O)C (3-(chloromethyl)-1-(methanesulfonyl)-6-[(4-nitrobenzyl)amino]indoline), C=O (formaldehyde). Procedure details: Sodium cyanoborohydnide (40 mg, 0.64 mmol) then 2N HCl (0.5 mL) were added to a solution of 30 (96 mg, 0.24 mmol) and formaldehyde (0.18 mL of a 40% w/v aq. solution, 2.4 mmol) in MeOH (15 mL) and THF (5 mL) and the mixture stirred at 20° C. for 45 min. The solvent was evaporated, the residue was diluted with water and extracted with CH2Cl2 (×2), and the extracts dried (Na2SO4) and evaporated. Dry column chromatography (eluting with 1:2 EtOAc:petroleum ether) gave 3-(chloromethyl)-1-(methanesulf... RXN SMILES: [Na].Cl.[Cl:3][CH2:4][CH:5]1[C:13]2[C:8](=[CH:9][C:10]([NH:14][CH2:15][C:16]3[CH:21]=[CH:20][C:19]([N+:22]([O-:24])=[O:23])=[CH:18][CH:17]=3)=[CH:11][CH:12]=2)[N:7]([S:25]([CH3:28])(=[O:27])=[O:26])[CH2:6]1.[CH2:29]=O>CO.C1COCC1>[Cl:3][CH2:4][CH:5]1[C:13]2[C:8](=[CH:9][C:10]([N:14]([CH3:29])[CH2:15][C:16]3[CH:17]=[CH:18][C:19]([N+:22]([O-:24])=[O:23])=[CH:20][CH:21]=3)=[CH:11][CH:12]=2)[N:7]([S:25]([CH3:28])(=[O:27])=[O:26])[CH2:6]1 |^1:0|. The product is ClCC1CN(C2=CC(=CC=C12)N(CC1=CC=C(C=C1)[N+](=O)[O-])C)S(=O)(=O)C (3-(chloromethyl)-1-(methanesulfonyl)-6-[N-methyl-N-(4-nitrobenzyl)amino]indoline). Yield: 73.0%. Reactants: C(#N)N1[C@H]2[C@@H]3[C@H](CC(C[C@@]3(C=3C=C(C=CC3C2)OC)CC1)=O)C (17-cyano-3-methoxy-8β-methylmorphinan-6-one), Cl (HCl). Yields the product Cl.COC=1C=CC=2C[C@@H]3[C@@H]4[C@H](CC(C[C@@]4(C2C1)CCN3)=O)C (3-Methoxy-8β-methylmorphinan-6-one Hydrochloride). Reaction SMILES: C([N:3]1[CH2:21][CH2:20][C@@:10]23[C:11]4[CH:12]=[C:13]([O:18][CH3:19])[CH:14]=[CH:15][C:16]=4[CH2:17][C@@H:4]1[C@@H:5]2[C@@H:6]([CH3:23])[CH2:7][C:8](=[O:22])[CH2:9]3)#N.[ClH:24]>>[ClH:24].[CH3:19][O:18][C:13]1[CH:14]=[CH:15][C:16]2[CH2:17][C@H:4]3[NH:3][CH2:21][CH2:20][C@@:10]4([C:11]=2[CH:12]=1)[C@H:5]3[C@@H:6]([CH3:23])[CH2:7][C:8](=[O:22])[CH2:9]4 |f:2.3|. Procedure details: A suspension of 17-cyano-3-methoxy-8β-methylmorphinan-6-one (prepared in Part B) in 2 N HCl (1 g/30 ml) was refluxed for 8 hours. The resulting solution was evaporated to dryness, azeotroped several times with ethanol, and the crystalline residue suspended in ethanol and collected. The product was used without further purification. The yield of crystalline material, mp 204°-208° C., was 90%. Reactants: O1C(=CC=C1)C1=C(C=CC=C1)CNC(=O)C1=CC(=C(CNC(=O)N2CC(N(C3=CC=CC(=C23)F)CCO[Si](C)(C)C(C)(C)C)=O)C=C1)C (4-[2-(tert-butyldimethylsilanyloxy)ethyl]-8-fluoro-3-oxo-3,4-dihydro-2H-quinoxaline-1-carboxylic acid 4-[(2-furan-2-ylphenyl)methylcarbamoyl]-2-methylbenzylamide), [F-].C(CCC)[N+](CCCC)(CCCC)CCCC (tetrabutylammonium fluoride). The solvent is C1CCOC1 (THF), C1CCOC1 (THF). Reaction conditions: time 3 day. Product: O1C(=CC=C1)C1=C(C=CC=C1)CNC(=O)C1=CC(=C(CNC(=O)N2CC(N(C3=CC=CC(=C23)F)CCO)=O)C=C1)C (8-Fluoro-4-(2-hydroxyethyl)-3-oxo-3,4-dihydro-2H-quinoxaline-1-carboxylic Acid 4-[(2-furan-2-ylphenyl)methylcarbamoyl]-2-methylbenzylamide). RXN SMILES: [O:1]1[CH:5]=[CH:4][CH:3]=[C:2]1[C:6]1[CH:11]=[CH:10][CH:9]=[CH:8][C:7]=1[CH2:12][NH:13][C:14]([C:16]1[CH:47]=[CH:46][C:19]([CH2:20][NH:21][C:22]([N:24]2[C:33]3[C:28](=[CH:29][CH:30]=[CH:31][C:32]=3[F:34])[N:27]([CH2:35][CH2:36][O:37][Si](C(C)(C)C)(C)C)[C:26](=[O:45])[CH2:25]2)=[O:23])=[C:18]([CH3:48])[CH:17]=1)=[O:15].[F-].C([N+](CCCC)(CCCC)CCCC)CCC>C1COCC1>[O:1]1[CH:5]=[CH:4][CH:3]=[C:2]1[C:6]1[CH:11]=[CH:10][CH:9]=[CH:8][C:7]=1[CH2:12][NH:13][C:14]([C:16]1[CH:47]=[CH:46][C:19]([CH2:20][NH:21][C:22]([N:24]2[C:33]3[C:28](=[CH:29][CH:30]=[CH:31][C:32]=3[F:34])[N:27]([CH2:35][CH2:36][OH:37])[C:26](=[O:45])[CH2:25]2)=[O:23])=[C:18]([CH3:48])[CH:17]=1)=[O:15] |f:1.2|. Procedure details: To a solution of 4-[2-(tert-butyldimethylsilanyloxy)ethyl]-8-fluoro-3-oxo-3,4-dihydro-2H-quinoxaline-1-carboxylic acid 4-[(2-furan-2-ylphenyl)methylcarbamoyl]-2-methylbenzylamide from Example 21F (0.34 mmol) in THF (5.0 ml) was added a solution of tetrabutylammonium fluoride in THF (1.0 M, 1.0 ml, 1.0 mmol) while cooling in an ice/water bath. The mixture was allowed to warm to room temperature and stirred for 3 days. The mixture was evaporated in vacuo and the residue was taken up in CH2Cl2 and ... Reported procedure: A mixture of 4-chloro-1-methylpiperidine (110.1 g), 2-fluorothiophenol (117.3 g), and potassium carbonate (170.8 g) in N,N-dimethylformamide (1.0 l) was stirred at 90° C. for 2 hours and filtered. The filtrate was concentrated in vacuo to give an oily residue, which was diluted with brine and extracted three times with diethyl ether. The extracts were dried over magnesium sulfate, concentrated in vacuo, and distilled to give 4-[(2-fluorophenyl)thio]-1-methylpiperidine (111.1 g) as a yellow oil. Product: FC1=C(C=CC=C1)SC1CCN(CC1)C (4-[(2-fluorophenyl)thio]-1-methylpiperidine). Yield: 59.8%. Starting materials: ClC1CCN(CC1)C (4-chloro-1-methylpiperidine), FC1=C(C=CC=C1)S (2-fluorothiophenol), C([O-])([O-])=O.[K+].[K+] (potassium carbonate). Run in CN(C=O)C (N,N-dimethylformamide), [Cl-].[Na+].O (brine). Reaction SMILES: Cl[CH:2]1[CH2:7][CH2:6][N:5]([CH3:8])[CH2:4][CH2:3]1.[F:9][C:10]1[CH:15]=[CH:14][CH:13]=[CH:12][C:11]=1[SH:16].C(=O)([O-])[O-].[K+].[K+]>CN(C)C=O.[Cl-].[Na+].O>[F:9][C:10]1[CH:15]=[CH:14][CH:13]=[CH:12][C:11]=1[S:16][CH:2]1[CH2:7][CH2:6][N:5]([CH3:8])[CH2:4][CH2:3]1 |f:2.3.4,6.7.8|. Run at temperature 90 celsius, time 2 hour. The reactants are NC=1C=C2C(=C(N(C2=CC1)C)C(=O)N[C@@H](CC(C)C)C(=O)OC)C1=CC=CC=C1 (methyl N-[(5-amino-1-methyl-3-phenyl-1H-indol-2-yl)carbonyl]-L-leucinate), FC(OC1=CC=C(C=C1)S(=O)(=O)Cl)(F)F (4-trifluoromethoxybenzenesulfonyl chloride). Product: CN1C(=C(C2=CC(=CC=C12)NS(=O)(=O)C1=CC=C(C=C1)OC(F)(F)F)C1=CC=CC=C1)C(=O)N[C@@H](CC(C)C)C(=O)O (N-{[1-methyl-3-phenyl-5-({[4-(trifluoromethoxy)phenyl]sulfonyl}amino)-1H-indol-2-yl]carbonyl}-L-leucine). RXN SMILES: [NH2:1][C:2]1[CH:3]=[C:4]2[C:8](=[CH:9][CH:10]=1)[N:7]([CH3:11])[C:6]([C:12]([NH:14][C@H:15]([C:20]([O:22]C)=[O:21])[CH2:16][CH:17]([CH3:19])[CH3:18])=[O:13])=[C:5]2[C:24]1[CH:29]=[CH:28][CH:27]=[CH:26][CH:25]=1.[F:30][C:31]([F:44])([F:43])[O:32][C:33]1[CH:38]=[CH:37][C:36]([S:39](Cl)(=[O:41])=[O:40])=[CH:35][CH:34]=1>>[CH3:11][N:7]1[C:8]2[C:4](=[CH:3][C:2]([NH:1][S:39]([C:36]3[CH:37]=[CH:38][C:33]([O:32][C:31]([F:44])([F:43])[F:30])=[CH:34][CH:35]=3)(=[O:41])=[O:40])=[CH:10][CH:9]=2)[C:5]([C:24]2[CH:29]=[CH:28][CH:27]=[CH:26][CH:25]=2)=[C:6]1[C:12]([NH:14][C@H:15]([C:20]([OH:22])=[O:21])[CH2:16][CH:17]([CH3:18])[CH3:19])=[O:13]. Procedure: The title compound was prepared from methyl N-[(5-amino-1-methyl-3-phenyl-1H-indol-2-yl)carbonyl]-L-leucinate and 4-trifluoromethoxybenzenesulfonyl chloride followed the procedure of Example 1 Step 3 as a brown solid: 1H NMR (DMSO-d6) δ 0.79 (d, J=6.3 Hz, 3H, 0.80 (d, J=6.3 Hz, 3H, 1.35-1.60 (m, 3H, 3.75 (s, 3H, 4.25-4.35 (m, 1H, 7.03 (dd, J=8.8, 2.0 Hz, 1H, 7.24 (d, J=1.4 Hz, 1H, 7.25-7.40 (m, 5H, 7.47 (d, J=8.9 Hz, 1H, 7.55 (d, J=7.9 Hz, 2H, 7.77 (d, J=7.9 Hz, 2H, 8.77 (d, J=7.9 Hz, 1H, 9.99 (... Starting materials: [N+](=O)([O-])C=1C=CC2=C(N=C(O2)C=2SC=CC2CBr)C1 (5 -nitro-2-(3-bromomethyl-2-thienyl)benzoxazole), N1CCOCC1 (morpholine). Run in C1=CC=CC=C1 (benzene). Product: [N+](=O)([O-])C=1C=CC2=C(N=C(O2)C=2SC=CC2CN2CCOCC2)C1 (5-Nitro-2-[3-(4-morpholinylmethyl)-2-thienyl]-benzoxazole). Yield: 78.8%. Reaction SMILES: [N+:1]([C:4]1[CH:5]=[CH:6][C:7]2[O:11][C:10]([C:12]3[S:13][CH:14]=[CH:15][C:16]=3[CH2:17]Br)=[N:9][C:8]=2[CH:19]=1)([O-:3])=[O:2].[NH:20]1[CH2:25][CH2:24][O:23][CH2:22][CH2:21]1>C1C=CC=CC=1>[N+:1]([C:4]1[CH:5]=[CH:6][C:7]2[O:11][C:10]([C:12]3[S:13][CH:14]=[CH:15][C:16]=3[CH2:17][N:20]3[CH2:25][CH2:24][O:23][CH2:22][CH2:21]3)=[N:9][C:8]=2[CH:19]=1)([O-:3])=[O:2]. Reported procedure: A mixture of 5 -nitro-2-(3-bromomethyl-2-thienyl)benzoxazole (5.0 g, 0.0147 mole) and morpholine (2.6 g, 0.03 mole) in 200 ml of benzene is refluxed for 24 hours. The precipitated morpholine hydrobromide is removed by filtration and the benzene evaporated under vacuum yielding 4.0 g of solid. Crystallization from ethanol yields 3.4 g of product, melting point 143°-145°C.